From a dataset of the Open Reaction Database (ORD), a public repository of structured organic reaction records. describe an organic reaction: reactants, conditions, products, and yield Starting materials: ClC(C1=CC=C(C=C1)C)Cl (α,α-dichloro-p-xylene), [I-].[Na+] (sodium iodide), C(CCC)N(CCCC)CCCC (tri-n-butylamine). Run in CC(=O)C (acetone). Yields the product [I-].ICC1=CC=C(C[N+](CCCC)(CCCC)CCCC)C=C1 (4-(Iodomethyl)benzyltri-n-butylammonium iodide). As a reaction SMILES: Cl[CH:2](Cl)[C:3]1[CH:8]=[CH:7][C:6]([CH3:9])=[CH:5][CH:4]=1.[I-:11].[Na+].[CH2:13]([N:17]([CH2:22][CH2:23][CH2:24][CH3:25])[CH2:18][CH2:19][CH2:20][CH3:21])[CH2:14][CH2:15][CH3:16]>CC(C)=O>[I-:11].[I:11][CH2:2][C:3]1[CH:8]=[CH:7][C:6]([CH2:9][N+:17]([CH2:13][CH2:14][CH2:15][CH3:16])([CH2:18][CH2:19][CH2:20][CH3:21])[CH2:22][CH2:23][CH2:24][CH3:25])=[CH:5][CH:4]=1 |f:1.2,5.6|. Procedure: To a mixture of α,α-dichloro-p-xylene (50 g, 28.6 mmol) and sodium iodide (8.6 g, 57 mmol) in acetone (100 mL) was added tri-n-butylamine (3.7 g, 20.0 mmol). The reaction mixture was stirred at room temperature under argon for several days after which time TLC examination showed completion of the reaction. The reaction mixture was filtered and the solvent was removed under reduced pressure to give an oily residue. The residue was washed with pentane several times and dried to give a yellow solid... Product: C1(=CC=CC=C1)CCC1CCC(CC1)C(=O)OCC (ethyl 4-(2-phenylethyl)-cyclohexanecarboxylate). Solvent: CCOC(=O)C (EtOAc). Yield: 94.0%. Procedure details: To a solution of the product of STEP 1 (1.33 g) in EtOAc (40 mL), add 10% Pd/C (0.2 g) and hydrogenate overnight at 58 psi. Filter the catalyst and concentrate the reaction mixture to give ethyl 4-(2-phenylethyl)-cyclohexanecarboxylate (1.26 g). Reagents/catalysts: [Pd] (Pd/C). RXN SMILES: [C:1]1([CH2:7][CH2:8][C:9]2[CH2:14][CH2:13][CH:12]([C:15]([O:17][CH2:18][CH3:19])=[O:16])[CH2:11][CH:10]=2)[CH:6]=[CH:5][CH:4]=[CH:3][CH:2]=1>CCOC(C)=O.[Pd]>[C:1]1([CH2:7][CH2:8][CH:9]2[CH2:14][CH2:13][CH:12]([C:15]([O:17][CH2:18][CH3:19])=[O:16])[CH2:11][CH2:10]2)[CH:6]=[CH:5][CH:4]=[CH:3][CH:2]=1. Reactants: C1(=CC=CC=C1)CCC1=CCC(CC1)C(=O)OCC (ethyl 4-(2-phenylethyl)-cyclohex-3-enecarboxylate). Reactants: CCCN(CCC)C1COc2cccc(OC)c2C1, CO, ClCCl, N, [Na+], [OH-], O, O=S(Cl)Cl. The product is CCCN(CCC)C1COc2cccc(C(N)=O)c2C1. RXN SMILES: [CH2:1]([CH2:2][CH3:3])[N:4]([CH:5]1[CH2:6][O:7][c:8]2[cH:9][cH:10][cH:11][c:12]([O:15][CH3:16])[c:13]2[CH2:14]1)[CH2:17][CH2:18][CH3:19].[CH3:27][OH:28].[Cl:30][CH2:31][Cl:32].[NH3:26].[Na+:21].[OH-:20].[OH2:29].[S:22]([Cl:23])([Cl:24])=[O:25]>>[CH2:1]([CH2:2][CH3:3])[N:4]([CH:5]1[CH2:6][O:7][c:8]2[cH:9][cH:10][cH:11][c:12]([C:27](=[O:20])[NH2:26])[c:13]2[CH2:14]1)[CH2:17][CH2:18][CH3:19]. Reactants: ClCC=O (chloroacetaldehyde), N (ammonia), ClCC=O (chloroacetaldehyde), NCCC1=CN(C2=CC=CC=C12)C1=CC=CC=C1 (3-(2-aminoethyl)-1-phenylindole), Cl (hydrochloric acid). The solvent is CCOCC (ether), O (water). The product is C1(=CC=CC=C1)N1C2=C(C=3C=CC=CC13)CCNCC2 (1,2,3,4,5,6-Hexahydro-6-phenylazepino[4,5-b]indole). RXN SMILES: Cl[CH2:2][CH:3]=O.[NH2:5][CH2:6][CH2:7][C:8]1[C:16]2[C:11](=[CH:12][CH:13]=[CH:14][CH:15]=2)[N:10]([C:17]2[CH:22]=[CH:21][CH:20]=[CH:19][CH:18]=2)[CH:9]=1.Cl.N>CCOCC.O>[C:17]1([N:10]2[C:11]3[CH:12]=[CH:13][CH:14]=[CH:15][C:16]=3[C:8]3[CH2:7][CH2:6][NH:5][CH2:2][CH2:3][C:9]2=3)[CH:22]=[CH:21][CH:20]=[CH:19][CH:18]=1. Procedure details: 55.6 ml chloroacetaldehyde (45% in water) are added dropwise to 87.2 g 3-(2-aminoethyl)-1-phenylindole, 400 ml 2N hydrochloric acid and 2.5 liters water at 50°. The mixture is heated for 1 hour at 95°, treated once more with 55.6 ml chloroacetaldehyde and heated for a further 45 minutes. The mixture is then cooled to 0°, made alkaline with conc. ammonia and shaken with ether. The organic phase is dried over sodium sulphate, and purified with animal charcoal, and concentrated. The residue 1-chlor... Starting materials: CC(C)(C)OC(=O)N(Cc1ccncc1)c1nc(Cl)c(Cc2c[nH]c3ncccc23)s1, O=C([O-])O, ClCCl, Cl, [Na+]. Product: Clc1nc(NCc2ccncc2)sc1Cc1c[nH]c2ncccc12. RXN SMILES: [C:1]([O:2][C:3](=[O:4])[N:7]([CH2:8][c:9]1[cH:10][cH:11][n:12][cH:13][cH:14]1)[c:15]1[s:16][c:17]([CH2:21][c:22]2[cH:23][nH:24][c:25]3[n:26][cH:27][cH:28][cH:29][c:30]23)[c:18]([Cl:20])[n:19]1)([CH3:5])([CH3:6])[CH3:31].[C:33](=[O:34])([OH:35])[O-:36].[Cl:38][CH2:39][Cl:40].[ClH:32].[Na+:37]>>[NH:7]([CH2:8][c:9]1[cH:10][cH:11][n:12][cH:13][cH:14]1)[c:15]1[s:16][c:17]([CH2:21][c:22]2[cH:23][nH:24][c:25]3[n:26][cH:27][cH:28][cH:29][c:30]23)[c:18]([Cl:20])[n:19]1. Starting materials: CC(C)c1cc(C(C)C)c(S(=O)(=O)Cl)c(C(C)C)c1, N#CC=CS(=O)(=O)c1ccc(N)cc1, C1COCCO1, c1ccncc1. Product: CC(C)c1cc(C(C)C)c(S(=O)(=O)Nc2ccc(S(=O)(=O)C=CC#N)cc2)c(C(C)C)c1. As a reaction SMILES: [CH:1]([CH3:2])([CH3:3])[c:4]1[c:5]([S:16](=[O:17])(=[O:18])[Cl:19])[c:6]([CH:13]([CH3:14])[CH3:15])[cH:7][c:8]([CH:10]([CH3:11])[CH3:12])[cH:9]1.[NH2:20][c:21]1[cH:22][cH:23][c:24]([S:27](=[O:28])(=[O:29])[CH:30]=[CH:31][C:32]#[N:33])[cH:25][cH:26]1.[O:40]1[CH2:41][CH2:42][O:43][CH2:44][CH2:45]1.[cH:34]1[cH:35][cH:36][n:37][cH:38][cH:39]1>>[CH:1]([CH3:2])([CH3:3])[c:4]1[c:5]([S:16](=[O:17])(=[O:18])[NH:20][c:21]2[cH:22][cH:23][c:24]([S:27](=[O:28])(=[O:29])[CH:30]=[CH:31][C:32]#[N:33])[cH:25][cH:26]2)[c:6]([CH:13]([CH3:14])[CH3:15])[cH:7][c:8]([CH:10]([CH3:11])[CH3:12])[cH:9]1. Starting materials: Cl (Hydrogen chloride), FC=1C=C(C=CC1)C(=O)C(=O)C1=CC(=CC=C1)F (3,3′-Difluorobenzil), S(=O)(=O)(N)N (sulfamide). The solvent is CO (methanol). Conditions: temperature 66 celsius. The product is FC=1C=C(C=CC1)C1=NS(N=C1C1=CC(=CC=C1)F)(=O)=O (3,4-bis-(3-Fluorophenyl)-1,2,5-thiadiazole-1,1-dioxide). Isolated yield 72.8%. Reaction SMILES: Cl.[F:2][C:3]1[CH:4]=[C:5]([C:9]([C:11]([C:13]2[CH:18]=[CH:17][CH:16]=[C:15]([F:19])[CH:14]=2)=O)=O)[CH:6]=[CH:7][CH:8]=1.[S:20]([NH2:24])([NH2:23])(=[O:22])=[O:21]>CO>[F:2][C:3]1[CH:4]=[C:5]([C:9]2[C:11]([C:13]3[CH:18]=[CH:17][CH:16]=[C:15]([F:19])[CH:14]=3)=[N:24][S:20](=[O:22])(=[O:21])[N:23]=2)[CH:6]=[CH:7][CH:8]=1. Reported procedure: Hydrogen chloride is bubbled through a solution of 3,3′-difluorobenzil (20) (3.81 g, 15.7 mmol) and sulfamide (1.53 g, 15.9 mmol) in methanol (15 mL) for 0.5 min followed by heating at 66° C. for 2 h. The reaction mixture is cooled to RT, the solvent rotary evaporated, and the residue triturated from heptane to give 3.50 g of the product 21. The reactants are C(C)C1=CC=C(C=C1)C1=C(SC(=C1)C)CO ((3-(4-ethylphenyl)-5-methylthiophen-2-yl)methanol), OC1=C(C(=C(C=C1)CCC(=O)OCC)C)C (ethyl 3-(4-hydroxy-2,3-dimethyl phenyl)propanoate), C(C)C1=CC=C(C=C1)C1=C(SC(=C1)C)COC1=C(C=C(C=C1F)CCC(=O)OCC)F (ethyl 3-(4-((3-(4-ethylphenyl)-5-methylthiophen-2-yl)methoxy)-3,5-difluorophenyl)propanoate). Product: C(C)C1=CC=C(C=C1)C1=C(SC(=C1)C)COC1=C(C(=C(C=C1)CCC(=O)O)C)C (3-(4-((3-(4-ethylphenyl)-5-methylthiophen-2-yl)methoxy)-2,3-dimethylphenyl)propanoic acid). RXN SMILES: [CH2:1]([C:3]1[CH:8]=[CH:7][C:6]([C:9]2[CH:13]=[C:12]([CH3:14])[S:11][C:10]=2[CH2:15][OH:16])=[CH:5][CH:4]=1)[CH3:2].O[C:18]1[CH:23]=[CH:22][C:21]([CH2:24][CH2:25][C:26]([O:28]CC)=[O:27])=[C:20]([CH3:31])[C:19]=1[CH3:32].C(C1C=CC(C2C=C(C)SC=2COC2C(F)=CC(CCC(OCC)=O)=CC=2F)=CC=1)C>>[CH2:1]([C:3]1[CH:4]=[CH:5][C:6]([C:9]2[CH:13]=[C:12]([CH3:14])[S:11][C:10]=2[CH2:15][O:16][C:18]2[CH:23]=[CH:22][C:21]([CH2:24][CH2:25][C:26]([OH:28])=[O:27])=[C:20]([CH3:31])[C:19]=2[CH3:32])=[CH:7][CH:8]=1)[CH3:2]. Procedure details: The title compound was prepared according to the procedure described in Example 207 by coupling of (3-(4-ethylphenyl)-5-methylthiophen-2-yl)methanol and ethyl 3-(4-hydroxy-2,3-dimethyl phenyl)propanoate followed by hydrolysis of ethyl 3-(4-((3-(4-ethylphenyl)-5-methylthiophen-2-yl)methoxy)-3,5-difluorophenyl)propanoate to afford the desired product as an off-white solid. 1H NMR (400 MHz, CDCl3) δ 7.35 (d, J=7.5 Hz, 2H), 7.26 (s, 1H), 7.18 (d, J=7.5 Hz, 2H), 6.95 (d, J=7.0 Hz, 1H), 6.64 (d, J=7.1...